From a dataset of the Open Reaction Database (ORD), a public repository of structured organic reaction records. describe an organic reaction: reactants, conditions, products, and yield Reactants: NC1=C(C(=O)O)C=C(C=C1)F (2-amino-5-fluorobenzoic acid), CN(C)C=O (DMF), O1CCOCC1 (dioxane), BrCC(=O)Br (bromoacetylbromide). Solvent: O (water). Reaction conditions: temperature 0 celsius, time 8 hour. Yields the product BrCC(=O)NC1=C(C(=O)O)C=C(C=C1)F (2-((2-Bromoacetyl)amino)-5-fluorobenzoic Acid). The yield is 95.4%. As a reaction SMILES: [NH2:1][C:2]1[CH:10]=[CH:9][C:8]([F:11])=[CH:7][C:3]=1[C:4]([OH:6])=[O:5].CN(C=O)C.O1CCOCC1.[Br:23][CH2:24][C:25](Br)=[O:26]>O>[Br:23][CH2:24][C:25]([NH:1][C:2]1[CH:10]=[CH:9][C:8]([F:11])=[CH:7][C:3]=1[C:4]([OH:6])=[O:5])=[O:26]. Procedure: To a cold (0° C.) solution of 2-amino-5-fluorobenzoic acid (15.0 g, 96.6 mmol) in a mixture of dry DMF (35 mL) and dioxane (35 mL) was added, dropwise, bromoacetylbromide (8.43 mL, 96.6 mmol) at 0° C. over a 40 min period, and then the reaction mixture was allowed to come to room temperature overnight. The reaction mixture was cooled to 0° C., water (300 mL) was added slowly, and then the precipitate which formed was collected and washed with 5% HBr (50 mL) and water. After drying, 25.43 g (95.1... The reactants are CC(C)(OC(=O)N(C[C@@H](C=1C=CC=2N(C1)N=NN2)O)CCC2=CC=C(C=C2)NS(=O)(=O)C2=CC=C(C=C2)NC(=O)NCCCCCC)C ((R)-N-[4-[2-[N-(1,1-dimethylethoxycarbonyl)-N-[2-hydroxy-2-(tetrazolo[1,5-a]pyrid-6-yl)ethyl]amino]ethyl]phenyl]-4-(hexylaminocarbonylamino)benzenesulfonamide), O.O.[Sn](Cl)Cl (tin(II) chloride dihydrate), Cl (hydrochloric acid). The solvent is CO (methanol). Yields the product O[C@@H](CNCCC1=CC=C(C=C1)NS(=O)(=O)C1=CC=C(C=C1)NC(=O)NCCCCCC)C=1C=NC(=CC1)N ((R)-N-[4-[2-[[2-hydroxy-2-(6-aminopyridin-3-yl)ethyl]amino]ethyl]phenyl]-4-(hexylaminocarbonylamino)benzenesulfonamide). Yield: 131.1%. RXN SMILES: CC(C)(OC([N:7]([CH2:20][CH2:21][C:22]1[CH:27]=[CH:26][C:25]([NH:28][S:29]([C:32]2[CH:37]=[CH:36][C:35]([NH:38][C:39]([NH:41][CH2:42][CH2:43][CH2:44][CH2:45][CH2:46][CH3:47])=[O:40])=[CH:34][CH:33]=2)(=[O:31])=[O:30])=[CH:24][CH:23]=1)[CH2:8][C@H:9]([OH:19])[C:10]1[CH:11]=[CH:12][C:13]2[N:14](N=N[N:18]=2)[CH:15]=1)=O)C.O.O.[Sn](Cl)Cl.Cl>CO>[OH:19][C@H:9]([C:10]1[CH:15]=[N:14][C:13]([NH2:18])=[CH:12][CH:11]=1)[CH2:8][NH:7][CH2:20][CH2:21][C:22]1[CH:27]=[CH:26][C:25]([NH:28][S:29]([C:32]2[CH:37]=[CH:36][C:35]([NH:38][C:39]([NH:41][CH2:42][CH2:43][CH2:44][CH2:45][CH2:46][CH3:47])=[O:40])=[CH:34][CH:33]=2)(=[O:31])=[O:30])=[CH:24][CH:23]=1 |f:1.2.3|. Reported procedure: A mixture of 0.302 g (0.44 mmol) of the tetrazine from Example 4, 0.20 g (0.88 mol) of tin(II) chloride dihydrate and 0.3 ml of concentrated aqueous hydrochloric acid in 2 mL of methanol was heated at reflux for 5 h. The reaction mixture was concentrated and the residue purified by reverse-phase MPLC (C8, 47%methanol/53 0.1% trifluoroacetic acid buffer) to give 0.32 g (78%) of the title compound as its bistrifluoroacetate salt: 1H NMR (400 MHz, CD3OD) δ7.96 (dd, 1H, J=2.0, 9.2 Hz), 7.86 (d, 1H, ... The reactants are crystals, COC=1C=C(C(=O)N)C=C(C1OC)OC (3,4,5-trimethoxybenzamide), P12(=S)SP3(=S)SP(=S)(S1)SP(=S)(S2)S3 (diphosphorus pentasulfide), C(C)OC(C(C(=O)C)Cl)=O (alphachloroacetoacetic ethyl ester). Run in C(Cl)(Cl)Cl (chloroform). Product: C(C)OC(=O)C1=C(N=C(S1)C1=CC(=C(C(=C1)OC)OC)OC)C (2-(3,4,5-trimethoxyphenyl)-4-methylthiazole-5-carboxylic acid ethyl ester). The yield is 84.0%. RXN SMILES: [CH3:1][O:2][C:3]1[CH:4]=[C:5]([CH:9]=[C:10]([O:14][CH3:15])[C:11]=1[O:12][CH3:13])[C:6]([NH2:8])=O.P12(SP3(SP(SP(S3)(S1)=S)(=S)S2)=S)=[S:17].[CH2:30]([O:32][C:33](=[O:39])[CH:34](Cl)[C:35]([CH3:37])=O)[CH3:31]>C(Cl)(Cl)Cl>[CH2:30]([O:32][C:33]([C:34]1[S:17][C:6]([C:5]2[CH:4]=[C:3]([O:2][CH3:1])[C:11]([O:12][CH3:13])=[C:10]([O:14][CH3:15])[CH:9]=2)=[N:8][C:35]=1[CH3:37])=[O:39])[CH3:31]. Procedure details: In a round bottom flask, 21.1 g (0.1 mol) of 3,4,5-trimethoxybenzamide, 4.4 g (0.02 mol) of diphosphorus pentasulfide and 250 ml of chloroform were introduced and after attaching a reflux condenser to the flask, the content was heated for 2 hours while refluxing. Then, 19.8 g (0.12 mol) of alphachloroacetoacetic ethyl ester was added to the content of the flask, and the mixture was heated for 5 hours while refluxing. After filtering the reaction mixture while hot and condensing the filtrate to d... Reactants: Cl[O-].[Na+] (sodium hypochloride), C(C1=CC=CC=C1)OC1=CC=C(C=C(C#N)C#N)C=C1 (2-(4-benzyloxybenzylidene)-malononitrile), S(O)(O)(=O)=O (sulphuric acid). The solvent is O1CCOCC1 (dioxan). The product is C(C1=CC=CC=C1)OC1=CC=C(C=C1)C1C(O1)(C#N)C#N (3-(4-benzyloxyphenyl)-oxirane-2,2-dicarbonitrile). Reaction SMILES: Cl[O-].[Na+].[CH2:4]([O:11][C:12]1[CH:23]=[CH:22][C:15]([CH:16]=[C:17]([C:20]#[N:21])[C:18]#[N:19])=[CH:14][CH:13]=1)[C:5]1[CH:10]=[CH:9][CH:8]=[CH:7][CH:6]=1.S(=O)(=O)(O)[OH:25]>O1CCOCC1>[CH2:4]([O:11][C:12]1[CH:13]=[CH:14][C:15]([CH:16]2[O:25][C:17]2([C:20]#[N:21])[C:18]#[N:19])=[CH:22][CH:23]=1)[C:5]1[CH:6]=[CH:7][CH:8]=[CH:9][CH:10]=1 |f:0.1|. Procedure details: 5.3 ml of 1.2M aqueous sodium hypochloride solution were added dropwise to a suspension of 1.04 g (4 mmol) of 2-(4-benzyloxybenzylidene)-malononitrile in 12 ml of dioxan while stirring at pH 9-10, the mixture was stirred at room temperature for 1 hour and 2N sulphuric acid was added until a pH of 4.8 was reached. Extraction with ethyl acetate, drying with sodium sulphate and distillation of the solvent gave 1.22 g of 3-(4-benzyloxyphenyl)-oxirane-2,2-dicarbonitrile as a yellow-brown oil, which w... The reactants are CC1(CC2=C(C(=CO2)COC2=C3C=C(NC3=CC=C2)C(=O)O)C(C1)=O)C (4-(6,6-Dimethyl-4-oxo-4,5,6,7-tetrahydro-benzofuran-3-ylmethoxy)-1H-indole-2-carboxylic acid), NC1CCC(CC1)(O)CCN1C[C@@H]([C@H](CC1)O)C ((3S,4S)-1-[2-(4-Amino-1-hydroxy-cyclohexyl)-ethyl]-3-methyl-piperidin-4-ol). Yields the product OC1(CCC(CC1)NC(=O)C=1NC2=CC=CC(=C2C1)OC[C@@H]1COC2=C1C=CC=C2)CCN2C[C@@H]([C@H](CC2)O)C (4-[(S)-1-(2,3-Dihydro-benzofuran-3-yl)methoxy]-1H-indole-2-carboxylic acid {4-hydroxy-4-[2-((3S,4S)-4-hydroxy-3-methyl-piperidin-1-yl)-ethyl]-cyclohexyl}-amide). As a reaction SMILES: C[C:2]1(C)[CH2:24][C:23](=O)[C:5]2[C:6]([CH2:9][O:10][C:11]3[CH:19]=[CH:18][CH:17]=[C:16]4[C:12]=3[CH:13]=[C:14]([C:20](O)=[O:21])[NH:15]4)=[CH:7][O:8][C:4]=2[CH2:3]1.[NH2:27][CH:28]1[CH2:33][CH2:32][C:31]([CH2:35][CH2:36][N:37]2[CH2:42][CH2:41][C@H:40]([OH:43])[C@@H:39]([CH3:44])[CH2:38]2)([OH:34])[CH2:30][CH2:29]1>>[OH:34][C:31]1([CH2:35][CH2:36][N:37]2[CH2:42][CH2:41][C@H:40]([OH:43])[C@@H:39]([CH3:44])[CH2:38]2)[CH2:30][CH2:29][CH:28]([NH:27][C:20]([C:14]2[NH:15][C:16]3[C:12]([CH:13]=2)=[C:11]([O:10][CH2:9][C@H:6]2[C:5]4[CH:23]=[CH:24][CH:2]=[CH:3][C:4]=4[O:8][CH2:7]2)[CH:19]=[CH:18][CH:17]=3)=[O:21])[CH2:33][CH2:32]1. Reported procedure: This compound is synthesized analogously to example 1 from 4-[(S)-1-(2,3-dihydro-benzofuran-3-yl)methoxy]-1H-indole-2-carboxylic acid 16h and amine 14. The reactants are C(CCCC)(=O)C1=C(OC2=C1C=CC=C2)C=2C=C1C=CC(=CC1=CC2)OCC(=O)OCC (ethyl 2-{[6-(3-pentanoyl-1-benzofuran-2-yl)-2-naphthyl]oxy}acetate), [OH-].[Na+] (sodium hydroxide). Run in C(C)O (ethanol), O (water). Run at time 10 minute. The product is C(CCCC)(=O)C1=C(OC2=C1C=CC=C2)C=2C=C1C=CC(=CC1=CC2)OCC(=O)O (2-{[6-(3-pentanoyl-1-benzofuran-2-yl)-2-naphthyl]oxy}acetic acid). Isolated yield 49.3%. RXN SMILES: [C:1]([C:7]1[C:11]2[CH:12]=[CH:13][CH:14]=[CH:15][C:10]=2[O:9][C:8]=1[C:16]1[CH:17]=[C:18]2[C:23](=[CH:24][CH:25]=1)[CH:22]=[C:21]([O:26][CH2:27][C:28]([O:30]CC)=[O:29])[CH:20]=[CH:19]2)(=[O:6])[CH2:2][CH2:3][CH2:4][CH3:5].[OH-].[Na+]>C(O)C.O>[C:1]([C:7]1[C:11]2[CH:12]=[CH:13][CH:14]=[CH:15][C:10]=2[O:9][C:8]=1[C:16]1[CH:17]=[C:18]2[C:23](=[CH:24][CH:25]=1)[CH:22]=[C:21]([O:26][CH2:27][C:28]([OH:30])=[O:29])[CH:20]=[CH:19]2)(=[O:6])[CH2:2][CH2:3][CH2:4][CH3:5] |f:1.2|. Reported procedure: A mixture of ethyl 2-{[6-(3-pentanoyl-1-benzofuran-2-yl)-2-naphthyl]oxy}acetate (0.743 g, 1.73 mmol) and 1N sodium hydroxide (2.7 mL, 2.7 mmol) in ethanol (15 mL) was stirred at room temperature for 1 hour, 10 minutes. The mixture was diluted with excess water and washed with diethyl ether. The aqueous phase was acidified with 2N hydrochloric acid and extracted with ethyl acetate. The organic extract was washed with water and brine. It was dried over anhydrous magnesium sulfate, filtered, and co... RXN SMILES: [Br:18][C:19]([C:20](=[O:21])[O:22][CH2:23][CH3:24])([CH3:25])[CH3:26].[C:27](=[O:28])([O-:29])[O-:30].[CH3:1][c:2]1[c:3](-[c:8]2[cH:9][cH:10][cH:11][c:12]3[cH:13][cH:14][cH:15][cH:16][c:17]23)[c:4]([OH:7])[n:5][nH:6]1.[K+:31].[K+:32].[O:34]=[CH:35][N:36]([CH3:37])[CH3:38].[OH2:33]>>[CH3:1][c:2]1[c:3](-[c:8]2[cH:9][cH:10][cH:11][c:12]3[cH:13][cH:14][cH:15][cH:16][c:17]23)[c:4]([O:7][C:19]([C:20](=[O:21])[O:22][CH2:23][CH3:24])([CH3:25])[CH3:26])[n:5][nH:6]1. Product: CCOC(=O)C(C)(C)Oc1n[nH]c(C)c1-c1cccc2ccccc12. Reactants: CCOC(=O)C(C)(C)Br, O=C([O-])[O-], Cc1[nH]nc(O)c1-c1cccc2ccccc12, [K+], [K+], CN(C)C=O, O. Reactants: NC(C1=CC=C(C=C1)F)=C(C(=O)OC)C(C(C)C)=O (methyl 2-[1-amino-1-(4-fluorophenyl)methylene]-4-methyl-3-oxopentanoate), CNS(=O)(=O)C (N-methylmethanesulphonamide), C(C)(C)(C)O (tert-butanol), C(#N)N(S(=O)(=O)C)C (N-cyano-N-methylmethanesulphonamide), CC(C)([O-])C.[Na+] (sodium tert-butoxide), ice water. Run at temperature 50 celsius, time 19.9 hour. Product: FC1=CC=C(C=C1)C1=NC(=NC(=C1C(=O)OC)C(C)C)N(C)S(=O)(=O)C (methyl 4-(4-fluorophenyl)-6-isopropyl-2-(N-methanesulphonyl-N-methylamino)pyrimidine-5-carboxylate). Isolated yield 68.1%. RXN SMILES: [NH2:1][C:2](=[C:10]([C:15](=O)[CH:16]([CH3:18])[CH3:17])[C:11]([O:13][CH3:14])=[O:12])[C:3]1[CH:8]=[CH:7][C:6]([F:9])=[CH:5][CH:4]=1.CNS(C)(=O)=O.C(O)(C)(C)C.[C:31]([N:33]([CH3:38])[S:34]([CH3:37])(=[O:36])=[O:35])#[N:32].CC(C)([O-])C.[Na+]>>[F:9][C:6]1[CH:7]=[CH:8][C:3]([C:2]2[C:10]([C:11]([O:13][CH3:14])=[O:12])=[C:15]([CH:16]([CH3:18])[CH3:17])[N:32]=[C:31]([N:33]([S:34]([CH3:37])(=[O:36])=[O:35])[CH3:38])[N:1]=2)=[CH:4][CH:5]=1 |f:4.5|. Procedure: 2.97 g (11.2 mmol) of methyl 2-[1-amino-1-(4-fluorophenyl)methylene]-4-methyl-3-oxopentanoate were introduced into 2.45 g (22.4 mmol) of N-methylmethanesulphonamide (MMSA) and 4.19 g (55.9 mmol) of tert-butanol together with 4.51 g (36.6 mmol) of N-cyano-N-methylmethanesulphonamide (CMMSA). 2.22 g (22.4 mmol) of sodium tert-butoxide were added to this suspension at room temperature in portions. An orange-coloured suspension was obtained. It was heated to 50° C. and stirred at 50° C. for 19.9 h. ... Reactants: C=C(C(=O)OCC)c1ccc(OC)cc1OC, CCO, O=[Pt]. Product: CCOC(=O)C(C)c1ccc(OC)cc1OC. RXN SMILES: [CH2:1]([CH3:2])[O:3][C:4]([C:5](=[CH2:6])[c:7]1[c:8]([O:15][CH3:16])[cH:9][c:10]([O:13][CH3:14])[cH:11][cH:12]1)=[O:17].[CH3:18][CH2:19][OH:20].[Pt:21]=[O:22]>>[CH2:1]([CH3:2])[O:3][C:4]([CH:5]([CH3:6])[c:7]1[c:8]([O:15][CH3:16])[cH:9][c:10]([O:13][CH3:14])[cH:11][cH:12]1)=[O:17]. Reactants: [Mg] (magnesium), C(C)C1=C(C=C(C=C1OC)C\1CN(CC/C1=C\C(=O)OC)C)OC (methyl (E)-[3-(4-ethyl-3,5-dimethoxy-phenyl)-1-methyl-piperidin-4-ylidene]acetate), CO (methanol). Run at time 2 hour. Product: C(C)(=O)OCC.CO.[NH4+].[OH-] (ethyl acetate methanol NH4OH), C(C)C1=C(C=C(C=C1OC)[C@@H]1CN(CC[C@@H]1CC(=O)OC)C)OC (methyl cis-[3-(4-ethyl-3,5-dimethoxy-phenyl)-1-methyl-piperidin-4-yl]-acetate), COC(CC1C(CN(CC1)C)C1=CC(=C(C(=C1)OC)CC)OC)=O (methyl-[3-(4-ethyl-3,5-dimethoxy-phenyl)-1-methyl-piperidin-4-yl]-acetate). The yield is 66.0%. RXN SMILES: [Mg].[CH2:2]([C:4]1[C:9]([O:10][CH3:11])=[CH:8][C:7]([CH:12]2[CH2:13][N:14]([CH3:23])[CH2:15][CH2:16]/[C:17]/2=[CH:18]\[C:19]([O:21][CH3:22])=[O:20])=[CH:6][C:5]=1[O:24][CH3:25])[CH3:3].[CH3:26][OH:27]>>[C:19]([O:21][CH2:22][CH3:26])(=[O:20])[CH3:18].[CH3:9][OH:10].[NH4+:14].[OH-:27].[CH2:2]([C:4]1[C:9]([O:10][CH3:11])=[CH:8][C:7]([C@H:12]2[C@@H:17]([CH2:18][C:19]([O:21][CH3:22])=[O:20])[CH2:16][CH2:15][N:14]([CH3:23])[CH2:13]2)=[CH:6][C:5]=1[O:24][CH3:25])[CH3:3].[CH3:22][O:21][C:19](=[O:20])[CH2:18][CH:17]1[CH2:16][CH2:15][N:14]([CH3:23])[CH2:13][CH:12]1[C:7]1[CH:6]=[C:5]([O:24][CH3:25])[C:4]([CH2:2][CH3:3])=[C:9]([O:10][CH3:11])[CH:8]=1 |f:3.4.5.6|. Procedure details: g 1) 25.76 g (1060 mmol) of magnesium shavings were added to a solution of 35.33 g (106 mmol) of methyl (E)-[3-(4-ethyl-3,5-dimethoxy-phenyl)-1-methyl-piperidin-4-ylidene]acetate in 850 ml of methanol and the mixture was stirred at room temperature for 2 hours. The solution was filtered over Dicalite and evaporated. The residue was partitioned between 300 ml of methylene chloride and 500 ml of saturated ammonium chloride solution. The aqueous phase was extracted three times with 250 ml of methyl...